From a dataset of the Open Reaction Database (ORD), a public repository of structured organic reaction records. describe an organic reaction: reactants, conditions, products, and yield Starting materials: CC(C)(C)OC(=O)COc1cccc(CN(Cc2ccc(-n3cccn3)cc2)S(=O)(=O)c2nccs2)c1, Cl, O=C(O)C(F)(F)F. The product is Cl, O=C(O)COc1cccc(CN(Cc2ccc(-n3cccn3)cc2)S(=O)(=O)c2nccs2)c1. RXN SMILES: [C:1]([CH3:2])([CH3:3])([CH3:4])[O:5][C:6]([CH2:7][O:8][c:9]1[cH:10][c:11]([CH2:15][N:16]([S:17](=[O:18])(=[O:19])[c:20]2[s:21][cH:22][cH:23][n:24]2)[CH2:25][c:26]2[cH:27][cH:28][c:29](-[n:32]3[n:33][cH:34][cH:35][cH:36]3)[cH:30][cH:31]2)[cH:12][cH:13][cH:14]1)=[O:37].[ClH:45].[F:38][C:39]([F:40])([F:41])[C:42]([OH:43])=[O:44]>>[ClH:45].[O:5]=[C:6]([CH2:7][O:8][c:9]1[cH:10][c:11]([CH2:15][N:16]([S:17](=[O:18])(=[O:19])[c:20]2[s:21][cH:22][cH:23][n:24]2)[CH2:25][c:26]2[cH:27][cH:28][c:29](-[n:32]3[n:33][cH:34][cH:35][cH:36]3)[cH:30][cH:31]2)[cH:12][cH:13][cH:14]1)[OH:37].